This data is from the Open Reaction Database (ORD), a public repository of structured organic reaction records. The task is: describe an organic reaction: reactants, conditions, products, and yield The reactants are O=C1CCC(=O)N1Cl, Cc1ccc(C=NO)c(F)c1I, CN(C)C=O, O. Product: Cc1ccc(C(Cl)=NO)c(F)c1I. As a reaction SMILES: [Cl:13][N:14]1[C:15](=[O:16])[CH2:17][CH2:18][C:19]1=[O:20].[F:1][c:2]1[c:3]([CH:4]=[N:5][OH:6])[cH:7][cH:8][c:9]([CH3:12])[c:10]1[I:11].[O:22]=[CH:23][N:24]([CH3:25])[CH3:26].[OH2:21]>>[F:1][c:2]1[c:3]([C:4](=[N:5][OH:6])[Cl:13])[cH:7][cH:8][c:9]([CH3:12])[c:10]1[I:11]. Starting materials: NC1=C(C=C(C=C1)O)[N+](=O)[O-] (4-amino-3-nitro-phenol), Cl.ClCCN(C)C ((2-chloro-ethyl)-dimethyl-amine hydrogen chloride), C(=O)([O-])[O-].[Cs+].[Cs+] (Cs2CO3), [Na+].[I-] (NaI). Run in CC(CC)=O (butanone). Reaction conditions: temperature 80 celsius, time 2 hour. Yields the product CN(CCOC1=CC(=C(C=C1)N)[N+](=O)[O-])C (4-(2-Dimethylamino-ethoxy)-2-nitro-phenylamine). Isolated yield 44.4%. Reaction SMILES: [NH2:1][C:2]1[CH:7]=[CH:6][C:5]([OH:8])=[CH:4][C:3]=1[N+:9]([O-:11])=[O:10].Cl.Cl[CH2:14][CH2:15][N:16]([CH3:18])[CH3:17].C([O-])([O-])=O.[Cs+].[Cs+].[Na+].[I-]>CC(=O)CC>[CH3:17][N:16]([CH3:18])[CH2:15][CH2:14][O:8][C:5]1[CH:6]=[CH:7][C:2]([NH2:1])=[C:3]([N+:9]([O-:11])=[O:10])[CH:4]=1 |f:1.2,3.4.5,6.7|. Reported procedure: To a stirred solution of 4-amino-3-nitro-phenol (1.54 g, 10 mmol) and (2-chloro-ethyl)-dimethyl-amine hydrogen chloride (1.43 g, 10 mmol) in butanone (40 mL) was added Cs2CO3 (10 g, 30 mmol) and NaI (150 g, 1 mmol). The solution was slowly heated to 80° C. over one hour. Then the solution was stirred at 80° C. for 2 hours. The solution was filtered through Celite® and washed with acetone. The solution was evaporated with silica gel and purified by flash chromatography on silica to afford the tit... Starting materials: CCO, COc1ccc(F)cc1C(C)(C)CC(O)(CNC(C)c1ccccc1)C(F)(F)F. Product: COc1ccc(F)cc1C(C)(C)CC(O)(CN)C(F)(F)F. RXN SMILES: [CH3:30][CH2:31][OH:32].[F:1][C:2]([C:3]([CH2:4][C:5]([CH3:6])([CH3:7])[c:8]1[c:9]([O:15][CH3:16])[cH:10][cH:11][c:12]([F:14])[cH:13]1)([OH:17])[CH2:18][NH:19][CH:20]([c:21]1[cH:22][cH:23][cH:24][cH:25][cH:26]1)[CH3:27])([F:28])[F:29]>>[F:1][C:2]([C:3]([CH2:4][C:5]([CH3:6])([CH3:7])[c:8]1[c:9]([O:15][CH3:16])[cH:10][cH:11][c:12]([F:14])[cH:13]1)([OH:17])[CH2:18][NH2:19])([F:28])[F:29]. Product: N#Cc1ccc(S)cc1. Reactants: CN(C)C([O-])=[SH]c1ccc(C#N)cc1, [K+], [OH-]. As a reaction SMILES: [C:1](#[N:2])[c:3]1[cH:4][cH:5][c:6]([SH:9]=[C:10]([O-:11])[N:12]([CH3:13])[CH3:14])[cH:7][cH:8]1.[K+:16].[OH-:15]>>[C:1](#[N:2])[c:3]1[cH:4][cH:5][c:6]([SH:9])[cH:7][cH:8]1. Reactants: C(CC)OC1=CC=C(C=C1)C(C#N)NC1=CC=C(C=C1)S(N)(=O)=O (α-(4-propoxyphenyl)-α-(4-sulfamoylanilino)acetonitrile), O=CC(C)=C (methacrolein). The product is CC=1C=C(N(C1)C1=CC=C(C=C1)S(N)(=O)=O)C1=CC=C(C=C1)OCCC (4-Methyl-2-(4-propoxyphenyl)-1-(4-sulfamoylphenyl)pyrrole), powder. Isolated yield 5.0%. As a reaction SMILES: [CH2:1]([O:4][C:5]1[CH:10]=[CH:9][C:8]([CH:11]([NH:14][C:15]2[CH:20]=[CH:19][C:18]([S:21](=[O:24])(=[O:23])[NH2:22])=[CH:17][CH:16]=2)[C:12]#N)=[CH:7][CH:6]=1)[CH2:2][CH3:3].O=[CH:26][C:27](=C)[CH3:28]>>[CH3:28][C:27]1[CH:12]=[C:11]([C:8]2[CH:9]=[CH:10][C:5]([O:4][CH2:1][CH2:2][CH3:3])=[CH:6][CH:7]=2)[N:14]([C:15]2[CH:20]=[CH:19][C:18]([S:21](=[O:24])(=[O:23])[NH2:22])=[CH:17][CH:16]=2)[CH:26]=1. Procedure details: Following a procedure similar to that described in Example 1(iii), but using α-(4-propoxyphenyl)-α-(4-sulfamoylanilino)acetonitrile [prepared as described in step (ii) above] and methacrolein as starting materials, the title compound was obtained as a pale brown powder (yield 5%), melting at 142-145° C.